Dataset: the Open Reaction Database (ORD), a public repository of structured organic reaction records. Task: describe an organic reaction: reactants, conditions, products, and yield Starting materials: [C]=O (carbon monoxide), [C]=O (carbon monoxide), C1(=CC=CC=C1)NC(=O)NC1=CC=CC=C1 (N,N'-diphenylurea), C1(=CC=CC=C1)NC(=O)NC1=CC=CC=C1 (N,N'-diphenylurea), [N+](=O)([O-])C1=CC=CC=C1 (nitrobenzene), CO (methanol), [N+](=O)([O-])C1=CC=CC=C1 (nitrobenzene). The reagents and catalysts are [I-].C(CCC)[N+](CCCC)(CCCC)CCCC (tetrabutylammonium iodide), [Pd](Cl)Cl (palladium chloride). Run at time 5 hour. The product is C1(=CC=CC=C1)NC(OC)=O (methyl N-phenylcarbamate). As a reaction SMILES: C1(N[C:8](NC2C=CC=CC=2)=[O:9])C=CC=CC=1.[N+:17]([C:20]1[CH:25]=[CH:24][CH:23]=[CH:22][CH:21]=1)([O-])=O.[C]=O.[CH3:28][OH:29]>[I-].C([N+](CCCC)(CCCC)CCCC)CCC.[Pd](Cl)Cl>[C:20]1([NH:17][C:8](=[O:9])[O:29][CH3:28])[CH:25]=[CH:24][CH:23]=[CH:22][CH:21]=1 |f:4.5,^3:25|. Procedure: In a 200 ml stirring type autoclave were charged 30 mmols of N,N'-diphenylurea, 15 mmols of nitrobenzene, 50 ml of methanol, 0.5 mmol of palladium chloride and 5 mmols of tetrabutylammonium iodide. After the air inside the autoclave had been replaced with carbon monoxide, carbon monoxide was pressurized into the autoclave to 140 Kg/cm2, and the reaction was carried out at 180° C. for 5 hours with stirring. As the result of analysis of the reaction solution obtained, the conversions of N,N'-diphe... Starting materials: COC([C@@H](CC1=CC=CC=C1)NC(=O)OCC=1NC2=CC=C(C=C2C1)C1=CC=CC=C1)=O ((R)-2-(5-Phenyl-indol-2-ylmethoxycarbonylamino)-3-phenyl-propionic acid methyl ester), O.[OH-].[Li+] (lithium hydroxide monohydrate). Run in CO (methanol), O (water). Conditions: temperature 50 celsius. Product: C1(=CC=CC=C1)C=1C=C2C=C(NC2=CC1)COC(=O)N[C@@H](C(=O)O)CC1=CC=CC=C1 ((R)-2-(5-Phenyl-indol-2-ylmethoxycarbonylamino)-3-phenyl-propionic acid). Yield: 24.4%. Reaction SMILES: C[O:2][C:3](=[O:32])[C@H:4]([NH:12][C:13]([O:15][CH2:16][C:17]1[NH:18][C:19]2[C:24]([CH:25]=1)=[CH:23][C:22]([C:26]1[CH:31]=[CH:30][CH:29]=[CH:28][CH:27]=1)=[CH:21][CH:20]=2)=[O:14])[CH2:5][C:6]1[CH:11]=[CH:10][CH:9]=[CH:8][CH:7]=1.O.[OH-].[Li+]>CO.O>[C:26]1([C:22]2[CH:23]=[C:24]3[C:19](=[CH:20][CH:21]=2)[NH:18][C:17]([CH2:16][O:15][C:13]([NH:12][C@H:4]([CH2:5][C:6]2[CH:7]=[CH:8][CH:9]=[CH:10][CH:11]=2)[C:3]([OH:32])=[O:2])=[O:14])=[CH:25]3)[CH:27]=[CH:28][CH:29]=[CH:30][CH:31]=1 |f:1.2.3|. Procedure: A solution of (R)-2-(5-phenyl-indol-2-ylmethoxycarbonylamino)-3-phenyl-propionic acid methyl ester 46 (0.195 g, 0.455 mmole) in methanol (20 ml) was treated with a solution of lithium hydroxide monohydrate (23 mg, 0.55 mmole) in water (1 ml) and heated to 50° C. for 7 hrs, cooled to room temperature, acidified, evaporated, extracted with EtOAc, washed, dried, and evaporated. The residue was purified by chromatography to give about 46 mg of (R)-2-(5-phenyl-indol-2-ylmethoxycarbonylamino)-3-phenyl... Reactants: CC=1C=C(C=CC1[N+](=O)[O-])N=C1NC2(CS1)CCCC2 (2-(3-methyl-4-nitrophenylimino)-3-thia-1-azaspiro[4.4]nonane), C1(CCCC1)Br (cyclopentyl bromide). Yields the product CC=1C=C(C=CC1[N+](=O)[O-])N=C1N(C2(CS1)CCCC2)C2CCCC2 (2-(3-methyl-4-nitrophenylimino)-1-cyclopentyl-3-thia-1-azaspiro [4.4]nonane). RXN SMILES: [CH3:1][C:2]1[CH:3]=[C:4]([N:11]=[C:12]2[S:16][CH2:15][C:14]3([CH2:20][CH2:19][CH2:18][CH2:17]3)[NH:13]2)[CH:5]=[CH:6][C:7]=1[N+:8]([O-:10])=[O:9].[CH:21]1(Br)[CH2:25][CH2:24][CH2:23][CH2:22]1>>[CH3:1][C:2]1[CH:3]=[C:4]([N:11]=[C:12]2[S:16][CH2:15][C:14]3([CH2:17][CH2:18][CH2:19][CH2:20]3)[N:13]2[CH:21]2[CH2:25][CH2:24][CH2:23][CH2:22]2)[CH:5]=[CH:6][C:7]=1[N+:8]([O-:10])=[O:9]. Procedure: 3-Methyl-4-nitroaniline was converted to 3-methyl-4-nitrophenyl isothiocyanate according to Method A2a, Step 3. 1-Hydroxymethylcyclopentanamine was prepared according to Method B1c. The 2-hydroxyethylamine was converted to 1-chloromethylcyclopentanamine HCl salt according to Method B7e. 1-Chloromethylcyclopentanamine HCl salt was reacted with 3-methyl-4-nitrophenyl isothiocyanate according to Method C1e to give 2-(3-methyl-4-nitrophenylimino)-3-thia-1-azaspiro[4.4]nonane. The thiazolidine was re... Reported procedure: Ethyl, 7-(4,5-diphenyl-1H-imidazol-2-ylthio)-2-pentyl-2-heptenoate (0.37 g, 0.00078 mol) was combined with methanol (5 ml), tetrahydrofuran (2 ml) and lithium hydroxide monohydrate (0.16 g, 0.0038 mol) dissolved in water (3 ml), under a nitrogen atmosphere at ambient temperature. The reaction was heated to 50° for 4 hours, allowed to cool, concentrated then partitioned between ethyl acetate and saturated aqueous ammonium chloride. The organic layer was washed with water, brine, dried over magnes... As a reaction SMILES: [C:1]1([C:7]2[N:8]=[C:9]([S:18][CH2:19][CH2:20][CH2:21][CH2:22][CH:23]=[C:24]([CH2:28][CH2:29][CH2:30][CH2:31][CH3:32])[C:25]([O-:27])=[O:26])[NH:10][C:11]=2[C:12]2[CH:17]=[CH:16][CH:15]=[CH:14][CH:13]=2)[CH:6]=[CH:5][CH:4]=[CH:3][CH:2]=1.CO.O1CCCC1.O.[OH-].[Li+]>O>[C:1]1([C:7]2[N:8]=[C:9]([S:18][CH2:19][CH2:20][CH2:21][CH2:22][CH:23]=[C:24]([CH2:28][CH2:29][CH2:30][CH2:31][CH3:32])[C:25]([OH:27])=[O:26])[NH:10][C:11]=2[C:12]2[CH:17]=[CH:16][CH:15]=[CH:14][CH:13]=2)[CH:2]=[CH:3][CH:4]=[CH:5][CH:6]=1 |f:3.4.5|. Isolated yield 62.8%. Yields the product C1(=CC=CC=C1)C=1N=C(NC1C1=CC=CC=C1)SCCCCC=C(C(=O)O)CCCCC (7-(4,5-diphenyl-1H-imidazol-2-ylthio)-2-pentyl-2-heptenoic acid). Solvent: O (water). Starting materials: C1(=CC=CC=C1)C=1N=C(NC1C1=CC=CC=C1)SCCCCC=C(C(=O)[O-])CCCCC (7-(4,5-diphenyl-1H-imidazol-2-ylthio)-2-pentyl-2-heptenoate), O.[OH-].[Li+] (lithium hydroxide monohydrate), CO (methanol), O1CCCC1 (tetrahydrofuran). The reactants are CCOC(=O)[O-], CC(Cl)OC(=O)c1cc(-c2ccc(F)cc2F)ccc1O, [Na+], CN(C)C=O. The product is CCOC(=O)OC(C)OC(=O)c1cc(-c2ccc(F)cc2F)ccc1O. Reaction SMILES: [C:22]([O:23][CH2:24][CH3:25])([O-:26])=[O:27].[F:1][c:2]1[c:3](-[c:9]2[cH:10][cH:11][c:12]([OH:21])[c:13]([C:14](=[O:15])[O:16][CH:17]([CH3:18])[Cl:19])[cH:20]2)[cH:4][cH:5][c:6]([F:8])[cH:7]1.[Na+:28].[O:29]=[CH:30][N:31]([CH3:32])[CH3:33]>>[F:1][c:2]1[c:3](-[c:9]2[cH:10][cH:11][c:12]([OH:21])[c:13]([C:14](=[O:15])[O:16][CH:17]([CH3:18])[O:27][C:22]([O:23][CH2:24][CH3:25])=[O:26])[cH:20]2)[cH:4][cH:5][c:6]([F:8])[cH:7]1. The reactants are [OH-].[Na+] (sodium hydroxide), C(CCC)C1(C(C2=C(S1)C(=C(C(=C2)OC)Cl)Cl)(O)Cl)Cl (2-n-butyl-6,7-dichloro-2,3-dichloro-3-hydroxy-5-methoxybenzo[b]thiophene), B(F)(F)F.CCOCC (boron trifluoride etherate), [OH-].[Na+] (sodium hydroxide), ice. Solvent: C(C)(=O)O (acetic acid). The product is ClC=1C(=CC2=C(SC(=C2)CCCC)C1Cl)OC (6,7-dichloro-2-n-butyl-5-methoxybenzo[b]thiophene). The yield is 59.8%. As a reaction SMILES: [CH2:1]([C:5]1(Cl)[S:9][C:8]2[C:10]([Cl:17])=[C:11]([Cl:16])[C:12]([O:14][CH3:15])=[CH:13][C:7]=2[C:6]1(Cl)O)[CH2:2][CH2:3][CH3:4].B(F)(F)F.CCOCC.[OH-].[Na+]>C(O)(=O)C>[Cl:16][C:11]1[C:12]([O:14][CH3:15])=[CH:13][C:7]2[CH:6]=[C:5]([CH2:1][CH2:2][CH2:3][CH3:4])[S:9][C:8]=2[C:10]=1[Cl:17] |f:1.2,3.4|. Reported procedure: To a solution of 5.0 g of 2-n-butyl-6,7-dichloro-2,3-dichloro-3-hydroxy-5-methoxybenzo[b]thiophene in 25 ml of glacial acetic acid is added 6.5 ml of boron trifluoride etherate, with stirring. The mixture is heated on a steam bath until dissolution occurs and is stirred at room temperature for one hour. A mixture of 20 ml of 10% sodium hydroxide solution and 50 mg of ice is added followed by 50% sodium hydroxide solution to pH 7. The mixture is extracted with 3×100 ml-portions of ether. The ethe... Reactants: N1CCC(CC1)OC=1SC2=C(N1)C=CC(=C2)C2CCN(CC2)C(=O)OC(C)(C)C (tert-butyl 4-(2-(piperidin-4-yloxy)benzo[d]thiazol-6-yl)piperidine-1-carboxylate), ClC=1C=NC(=NC1)I (5-chloro-2-iodopyrimidine), C([O-])([O-])=O.[K+].[K+] (potassium carbonate). Run in O (water), CN(C)C=O (DMF). Run at temperature 100 celsius, time 8 hour. The product is ClC=1C=NC(=NC1)N1CCC(CC1)OC=1SC2=C(N1)C=CC(=C2)C2CCN(CC2)C(=O)OC(C)(C)C (tert-butyl 4-(2-((1-(5-chloropyrimidin-2-yl)piperidin-4-yl)oxy)benzo[d]thiazol-6-yl)piperidine-1-carboxylate). Yield: 31.1%. As a reaction SMILES: [NH:1]1[CH2:6][CH2:5][CH:4]([O:7][C:8]2[S:9][C:10]3[CH:16]=[C:15]([CH:17]4[CH2:22][CH2:21][N:20]([C:23]([O:25][C:26]([CH3:29])([CH3:28])[CH3:27])=[O:24])[CH2:19][CH2:18]4)[CH:14]=[CH:13][C:11]=3[N:12]=2)[CH2:3][CH2:2]1.[Cl:30][C:31]1[CH:32]=[N:33][C:34](I)=[N:35][CH:36]=1.C(=O)([O-])[O-].[K+].[K+]>CN(C=O)C.O>[Cl:30][C:31]1[CH:32]=[N:33][C:34]([N:1]2[CH2:6][CH2:5][CH:4]([O:7][C:8]3[S:9][C:10]4[CH:16]=[C:15]([CH:17]5[CH2:22][CH2:21][N:20]([C:23]([O:25][C:26]([CH3:29])([CH3:28])[CH3:27])=[O:24])[CH2:19][CH2:18]5)[CH:14]=[CH:13][C:11]=4[N:12]=3)[CH2:3][CH2:2]2)=[N:35][CH:36]=1 |f:2.3.4|. Reported procedure: To a solution of tert-butyl 4-(2-(piperidin-4-yloxy)benzo[d]thiazol-6-yl)piperidine-1-carboxylate (337 mg, 0.807 mmol) and 5-chloro-2-iodopyrimidine (213 mg, 0.888 mmol) in DMF (10 mL) was added potassium carbonate (335 mg, 2.421 mmol). The reaction mixture was stirred at 100° C. overnight. The reaction mixture was cooled to rt, diluted with water (30 mL), and extracted with EtOAc (3×10 mL). The combined organic layers were dried (Na2SO4), filtered, and concentrated. The residue was recrystalliz... Starting materials: [Si](C)(C)(C(C)(C)C)O[C@@H]1CC[C@H](CC1)N1N=CC(=C1C)C=1C=C2C(=NC1)NC=C2C(C(S(=O)(=O)C2=CC=CC=C2)(S(=O)(=O)C2=CC=CC=C2)F)C2=C(C(=CC=C2Cl)F)Cl (5-[1-(trans-4-{[tert-butyl(dimethyl)silyl]oxy}cyclohexyl)-5-methyl-1H-pyrazol-4-yl]-3-[1-(2,6-dichloro-3-fluorophenyl)-2-fluoro-2,2-bis(phenylsulfonyl)ethyl]-1H-pyrrolo[2,3-b]pyridine), P(=O)(O)([O-])[O-].[Na+].[Na+] (Disodium hydrogen phosphate), CO (methanol), Cl (HCl), C(=O)(O)[O-].[Na+] (NaHCO3). Reagents/catalysts: [Na].[Hg] (Sodium Mercury Amalgam). Solvent: C(Cl)Cl (DCM), C(Cl)Cl (DCM), C1CCOC1 (THF), C1CCOC1 (THF). Run at time 1.5 hour. Product: ClC1=C(C(=CC=C1F)Cl)C(CF)C1=CNC2=NC=C(C=C21)C=2C=NN(C2C)[C@@H]2CC[C@H](CC2)O (trans-4-(4-{3-[1-(2,6-Dichloro-3-fluorophenyl)-2-fluoroethyl]-1H-pyrrolo[2,3-b]pyridin-5-yl}-5-methyl-1H-pyrazol-1-yl)cyclohexanol). RXN SMILES: [Si]([O:8][C@H:9]1[CH2:14][CH2:13][C@H:12]([N:15]2[C:19]([CH3:20])=[C:18]([C:21]3[CH:22]=[C:23]4[C:29]([CH:30]([C:51]5[C:56]([Cl:57])=[CH:55][CH:54]=[C:53]([F:58])[C:52]=5[Cl:59])[C:31]([F:50])(S(C5C=CC=CC=5)(=O)=O)S(C5C=CC=CC=5)(=O)=O)=[CH:28][NH:27][C:24]4=[N:25][CH:26]=3)[CH:17]=[N:16]2)[CH2:11][CH2:10]1)(C(C)(C)C)(C)C.P([O-])([O-])(O)=O.[Na+].[Na+].CO.Cl.C([O-])(O)=O.[Na+]>C1COCC1.[Na].[Hg].C(Cl)Cl>[Cl:59][C:52]1[C:53]([F:58])=[CH:54][CH:55]=[C:56]([Cl:57])[C:51]=1[CH:30]([C:29]1[C:23]2[C:24](=[N:25][CH:26]=[C:21]([C:18]3[CH:17]=[N:16][N:15]([C@H:12]4[CH2:13][CH2:14][C@H:9]([OH:8])[CH2:10][CH2:11]4)[C:19]=3[CH3:20])[CH:22]=2)[NH:27][CH:28]=1)[CH2:31][F:50] |f:1.2.3,6.7,9.10,^1:79|. Procedure: To a mixture of 5-[1-(trans-4-{[tert-butyl(dimethyl)silyl]oxy}cyclohexyl)-5-methyl-1H-pyrazol-4-yl]-3-[1-(2,6-dichloro-3-fluorophenyl)-2-fluoro-2,2-bis(phenylsulfonyl)ethyl]-1H-pyrrolo[2,3-b]pyridine (30.00 mg, 0.03333 mmol) and Disodium hydrogen phosphate (94.64 mg, 0.6667 mmol) in methanol (5.00 mL, 123 mmol) and THF (0.300 mL, 3.70 mmol) at −20° C. was added Sodium Mercury Amalgam (5% sodium; 0.28 g, 0.67 mmol). The resulting mixture was stirred between −15° C. and −5° C. for 1.5 h. The mixtu... Reactants: ClC=1C=C2C(=NC1C1=CC=C(C=C1)B1OC(C(O1)(C)C)(C)C)N(C(=N2)O[C@@H]2CO[C@H]1[C@@H]2OC[C@H]1O)COCC[Si](C)(C)C ((3R,3aR,6R,6aR)-6-(6-chloro-5-(4-(4,4,5,5-tetramethyl-1,3,2-dioxaborolan-2-yl)phenyl)-3-(2-trimethylsilanyl-ethoxymethyl)-3H-imidazo[4,5-b]pyridin-2-yloxy)hexahydrofuro[3,2-b]furan-3-ol), BrC1=CC=C(C=C1)N=S(=O)(N(C)CC)C (N′-(4-bromophenyl)-N-ethyl-N-methyl-methanesulfonimidamide), Intermediate 3. Product: O[C@@H]1CO[C@H]2[C@@H]1OC[C@H]2OC2=NC=1C(=NC(=C(C1)Cl)C1=CC=C(C=C1)C1=CC=C(C=C1)N=S(=O)(N(C)CC)C)N2COCC[Si](C)(C)C (N′-{4-[4-(2-{[(3R,3aR,6R,6aR)-6-Hydroxy-hexahydrofuro[3,2-b]furan-3-yl]oxy}-6-chloro-3-{[2-(trimethylsilyl)ethoxy]methyl}-3H-imidazo[4,5-b]pyridin-5-yl)phenyl]phenyl}-N-ethyl-N-methyl-methanesulfonimidamide). Reaction SMILES: [Cl:1][C:2]1[CH:3]=[C:4]2[N:25]=[C:24]([O:26][C@H:27]3[C@H:31]4[O:32][CH2:33][C@@H:34]([OH:35])[C@H:30]4[O:29][CH2:28]3)[N:23]([CH2:36][O:37][CH2:38][CH2:39][Si:40]([CH3:43])([CH3:42])[CH3:41])[C:5]2=[N:6][C:7]=1[C:8]1[CH:13]=[CH:12][C:11](B2OC(C)(C)C(C)(C)O2)=[CH:10][CH:9]=1.Br[C:45]1[CH:50]=[CH:49][C:48]([N:51]=[S:52]([CH3:58])([N:54]([CH2:56][CH3:57])[CH3:55])=[O:53])=[CH:47][CH:46]=1>>[OH:35][C@H:34]1[C@H:30]2[O:29][CH2:28][C@@H:27]([O:26][C:24]3[N:23]([CH2:36][O:37][CH2:38][CH2:39][Si:40]([CH3:41])([CH3:43])[CH3:42])[C:5]4=[N:6][C:7]([C:8]5[CH:13]=[CH:12][C:11]([C:45]6[CH:46]=[CH:47][C:48]([N:51]=[S:52]([CH3:58])([N:54]([CH2:56][CH3:57])[CH3:55])=[O:53])=[CH:49][CH:50]=6)=[CH:10][CH:9]=5)=[C:2]([Cl:1])[CH:3]=[C:4]4[N:25]=3)[C@H:31]2[O:32][CH2:33]1. Procedure: The title compound is prepared from (3R,3aR,6R,6aR)-6-(6-chloro-5-(4-(4,4,5,5-tetramethyl-1,3,2-dioxaborolan-2-yl)phenyl)-3-(2-trimethylsilanyl-ethoxymethyl)-3H-imidazo[4,5-b]pyridin-2-yloxy)hexahydrofuro[3,2-b]furan-3-ol and N′-(4-bromophenyl)-N-ethyl-N-methyl-methanesulfonimidamide following a procedure analogous to that described for Intermediate 3 (Step 3). LC (method 1): tR=1.16 min; Mass spectrum (ESI+): m/z=714 [M+H]+.